From a dataset of the Open Reaction Database (ORD), a public repository of structured organic reaction records. describe an organic reaction: reactants, conditions, products, and yield Reactants: C[O-].[Na+] (sodium methylate), material, C(C)(=O)OCCC1=CC=C(C=C1)C(CCCCCCC)=O (2-(4-octanoyl phenyl)ethyl acetate). The solvent is CO (methanol), CO (methanol), CO (methanol). Reaction conditions: time 1 hour. The product is OCCC1=CC=C(C=C1)C(CCCCCCC)=O (4′-(2-hydroxy ethyl)octanophenone). As a reaction SMILES: C[O-].[Na+].C([O:7][CH2:8][CH2:9][C:10]1[CH:15]=[CH:14][C:13]([C:16](=[O:24])[CH2:17][CH2:18][CH2:19][CH2:20][CH2:21][CH2:22][CH3:23])=[CH:12][CH:11]=1)(=O)C>CO>[OH:7][CH2:8][CH2:9][C:10]1[CH:15]=[CH:14][C:13]([C:16](=[O:24])[CH2:17][CH2:18][CH2:19][CH2:20][CH2:21][CH2:22][CH3:23])=[CH:12][CH:11]=1 |f:0.1|. Procedure: A solution (18.8 ml) of 28% sodium methylate in methanol was added to a solution of the material (280 g) which contains 2-(4-octanoyl phenyl)ethyl acetate obtained in the step A as a major component in methanol (200 ml), and the solution was stirred at room temperature for 1 hour. Suspension of Amberlite IR-120B in methanol (98 ml) was added to the solution, and the mixture was filtered. The filtrate was concentrated, and the residue was recrystallized from hexane-ethyl acetate (10:1) to obtain ... Yield: 35.9%. Solvent: CO (methanol). RXN SMILES: [CH3:1][O:2][C:3]1[CH:8]=[C:7]([Cl:9])[C:6]([N+:10]([O-])=O)=[CH:5][C:4]=1[C:13]1[NH:14][C:15]([C:19]2[CH:20]=[N:21][CH:22]=[CH:23][CH:24]=2)=[C:16]([CH3:18])[N:17]=1.Cl.[H][H]>[Pd].CO>[CH3:1][O:2][C:3]1[CH:8]=[C:7]([Cl:9])[C:6]([NH2:10])=[CH:5][C:4]=1[C:13]1[NH:14][C:15]([C:19]2[CH:20]=[N:21][CH:22]=[CH:23][CH:24]=2)=[C:16]([CH3:18])[N:17]=1. Procedure: A mixture of 2-(2-methoxy-4-chloro-5-nitrophenyl)-4-methyl-5-(3-pyridyl)imidazole (6.4 g), 1N-hydrochloric acid (37 ml) and 10% palladium on carbon (3 g) in methanol (100 ml) was subjected to catalytic reduction at ambient temperature under atmospheric pressure of hydrogen gas for 3 hours. The reaction mixture was filtered and the filtrate was evaporated in vacuo. The residue was dissolved in water and the solution was adjusted to pH 8.0 with 20% aqueous potassium carbonate. The resultant mixtur... The product is COC1=C(C=C(C(=C1)Cl)N)C=1NC(=C(N1)C)C=1C=NC=CC1 (2-(2-methoxy-4-chloro-5-aminophenyl)-4-methyl-5-(3-pyridyl)imidazole). Reactants: COC1=C(C=C(C(=C1)Cl)[N+](=O)[O-])C=1NC(=C(N1)C)C=1C=NC=CC1 (2-(2-methoxy-4-chloro-5-nitrophenyl)-4-methyl-5-(3-pyridyl)imidazole), Cl (hydrochloric acid), [H][H] (hydrogen). The reagents and catalysts are [Pd] (palladium on carbon). Starting materials: CON=CC1=C(C=C(C=C1)F)Cl (2-chloro-4-fluoro-benzaldehyde O-methyloxime), C(#N)[BH3-].[Na+] (sodium cyanoborohydride), compound 3-B. The product is ClC1=C(CNOC)C=CC(=C1)F (N-(2-Chloro-4-fluoro-benzyl)-O-methyl-hydroxylamine), silica gel. Yield: 54.0%. RXN SMILES: [CH3:1][O:2][N:3]=[CH:4][C:5]1[CH:10]=[CH:9][C:8]([F:11])=[CH:7][C:6]=1[Cl:12].C([BH3-])#N.[Na+]>>[Cl:12][C:6]1[CH:7]=[C:8]([F:11])[CH:9]=[CH:10][C:5]=1[CH2:4][NH:3][O:2][CH3:1] |f:1.2|. Procedure: Reduction of 2-chloro-4-fluoro-benzaldehyde O-methyloxime with sodium cyanoborohydride as described in the preparation of compound 3-B gave the title hydroxylamine as a clear oil after chromatography on silica gel (elution dichloromethane-ethyl acetate 95:5) (54% yield). 1HNMR 400 MHz (CDCl3) δ (ppm): 3.55 (3H, s, OCH3), 4.16 (2H, s, NCH2), 6.99 (1H, m, aromatic), 7.15 (1H, dd, J=2.5 Hz and J=8.6 Hz, aromatic), 7.41 (1H, dd, J=6.0 Hz and J=8.6 Hz, aromatic). The hydrochloride salt was obtained a... Reactants: CC1CNCCN1C(=O)OC(C)(C)C, C1CCC2=NCCCN2CC1, Cl, O=C(O)c1ccccc1F, c1ccncc1. The product is CC1CN(c2ccccc2C(=O)O)CCN1C(=O)OC(C)(C)C. RXN SMILES: [C:1]([CH3:2])([CH3:3])([CH3:4])[O:5][C:6](=[O:7])[N:8]1[CH:9]([CH3:14])[CH2:10][NH:11][CH2:12][CH2:13]1.[CH2:25]1[CH2:26][CH2:27][C:28]2=[N:33][CH2:32][CH2:31][CH2:30][N:29]2[CH2:34][CH2:35]1.[ClH:42].[F:15][c:16]1[c:17]([C:18](=[O:19])[OH:20])[cH:21][cH:22][cH:23][cH:24]1.[cH:36]1[cH:37][cH:38][n:39][cH:40][cH:41]1>>[C:1]([CH3:2])([CH3:3])([CH3:4])[O:5][C:6](=[O:7])[N:8]1[CH:9]([CH3:14])[CH2:10][N:11]([c:16]2[c:17]([C:18](=[O:19])[OH:20])[cH:21][cH:22][cH:23][cH:24]2)[CH2:12][CH2:13]1. Starting materials: CCOC(=O)C(C)(C)Br, Cl, CN(C)C=O, Oc1ccc(O)cc1. The product is CCOC(=O)C(C)(C)Oc1ccc(O)cc1. RXN SMILES: [Br:9][C:10]([C:11](=[O:12])[O:13][CH2:14][CH3:15])([CH3:16])[CH3:17].[ClH:18].[O:19]=[CH:20][N:21]([CH3:22])[CH3:23].[OH:1][c:2]1[cH:3][cH:4][c:5]([OH:6])[cH:7][cH:8]1>>[OH:1][c:2]1[cH:3][cH:4][c:5]([O:6][C:10]([C:11](=[O:12])[O:13][CH2:14][CH3:15])([CH3:16])[CH3:17])[cH:7][cH:8]1. The reactants are CN1C(N(C(C2=C1SC=C2CC(=O)NC=2SC=C(N2)C2=CC(=C(C=C2)C(F)(F)F)F)=O)C)=O (2-(1,3-dimethyl-2,4-dioxo-1,2,3,4-tetrahydrothieno[2,3-d]pyrimidin-5-yl)-N-{4-[3-fluoro-4-(trifluoromethyl)phenyl]-1,3-thiazol-2-yl}acetamide), P(=O)(OC(C)(C)C)(OC(C)(C)C)OCI (di-tert-butyl iodomethyl phosphate), P(=O)(OC(C)(C)C)(OC(C)(C)C)OCI (di-tert-butyl iodomethyl phosphate), [H-].[Na+] (sodium hydride), P(=O)([O-])([O-])[O-] (phosphate). The solvent is CN(C)C=O (DMF). Yields the product P(=O)(OC(C)(C)C)(OC(C)(C)C)OCN1C(SC=C1C1=CC(=C(C=C1)C(F)(F)F)F)=NC(CC1=CSC=2N(C(N(C(C21)=O)C)=O)C)=O (Di-tert-butyl [2-{[(1,3-dimethyl-2,4-dioxo-1,2,3,4-tetrahydrothieno[2,3-d]pyrimidin-5-yl)acetyl]imino}-4-[3-fluoro-4-(trifluoromethyl)phenyl]-1,3-thiazol-3(2H)-yl]methyl phosphate), pure product. As a reaction SMILES: P([O-])([O-])([O-])=O.[CH3:6][N:7]1[C:12]2[S:13][CH:14]=[C:15]([CH2:16][C:17]([NH:19][C:20]3[S:21][CH:22]=[C:23]([C:25]4[CH:30]=[CH:29][C:28]([C:31]([F:34])([F:33])[F:32])=[C:27]([F:35])[CH:26]=4)[N:24]=3)=[O:18])[C:11]=2[C:10](=[O:36])[N:9]([CH3:37])[C:8]1=[O:38].[P:39]([O:51][CH2:52]I)([O:46][C:47]([CH3:50])([CH3:49])[CH3:48])([O:41][C:42]([CH3:45])([CH3:44])[CH3:43])=[O:40].[H-].[Na+]>CN(C=O)C>[P:39]([O:51][CH2:52][N:24]1[C:23]([C:25]2[CH:30]=[CH:29][C:28]([C:31]([F:32])([F:34])[F:33])=[C:27]([F:35])[CH:26]=2)=[CH:22][S:21][C:20]1=[N:19][C:17](=[O:18])[CH2:16][C:15]1[C:11]2[C:10](=[O:36])[N:9]([CH3:37])[C:8](=[O:38])[N:7]([CH3:6])[C:12]=2[S:13][CH:14]=1)([O:41][C:42]([CH3:45])([CH3:44])[CH3:43])([O:46][C:47]([CH3:48])([CH3:49])[CH3:50])=[O:40] |f:3.4|. Procedure details: The title compound was prepared according to the general procedure as described in method A for the preparation of phosphate derivatives by coupling reaction of 2-(1,3-dimethyl-2,4-dioxo-1,2,3,4-tetrahydrothieno[2,3-d]pyrimidin-5-yl)-N-{4-[3-fluoro-4-(trifluoromethyl)phenyl]-1,3-thiazol-2-yl}acetamide (500 mg, 1.004 mmol) with freshly prepared di-tert-butyl iodomethyl phosphate (Intermediate 2) (1.22 g, 3.514 mmol) in the presence of sodium hydride (60% dispersion in mineral oil, 60.24 mg, 1.506...